From a dataset of the Open Reaction Database (ORD), a public repository of structured organic reaction records. describe an organic reaction: reactants, conditions, products, and yield Starting materials: [Si](C)(C)(C(C)(C)C)O[C@H]1C[C@@H](CC2=CC=C3[C@@H]4CC[C@H](C(C)C(=O)OC)[C@]4(CC[C@@H]3[C@@]12C)C)O[Si](C)(C)C(C)(C)C (methyl 1α,3β-bis(t-butyldimethylsilyloxy)pregna-5,7-diene-20-carboxylate), COC(=O)O[C@H]1C[C@@H](CC2=CC=C3[C@@H]4CC[C@H](C(C)C(=O)OC)[C@]4(CC[C@@H]3[C@@]12C)C)OC(=O)OC (methyl 1α,3β-bis(methoxycarbonyloxy)pregna-5,7-diene-20-carboxylate). Yields the product [Si](C)(C)(C(C)(C)C)O[C@H]1C[C@@H](CC2=CC=C3[C@@H]4CC[C@H](C(CO)C)[C@]4(CC[C@@H]3[C@@]12C)C)O[Si](C)(C)C(C)(C)C (1α,3β-bis(t-butyldimethylsilyloxy)-20-methylpregna-5,7-diene-21-ol). Isolated yield 67.9%. RXN SMILES: [Si:1]([O:8][C@@H:9]1[C@@:31]2([CH3:32])[C:13](=[CH:14][CH:15]=[C:16]3[C@@H:30]2[CH2:29][CH2:28][C@@:27]2([CH3:33])[C@H:17]3[CH2:18][CH2:19][C@@H:20]2[CH:21]([C:23](OC)=[O:24])[CH3:22])[CH2:12][C@@H:11]([O:34][Si:35]([C:38]([CH3:41])([CH3:40])[CH3:39])([CH3:37])[CH3:36])[CH2:10]1)([C:4]([CH3:7])([CH3:6])[CH3:5])([CH3:3])[CH3:2].COC(O[C@@H]1[C@@]2(C)C(=CC=C3[C@@H]2CC[C@@]2(C)[C@H]3CC[C@@H]2C(C(OC)=O)C)C[C@@H](OC(OC)=O)C1)=O>>[Si:1]([O:8][C@@H:9]1[C@@:31]2([CH3:32])[C:13](=[CH:14][CH:15]=[C:16]3[C@@H:30]2[CH2:29][CH2:28][C@@:27]2([CH3:33])[C@H:17]3[CH2:18][CH2:19][C@@H:20]2[CH:21]([CH3:22])[CH2:23][OH:24])[CH2:12][C@@H:11]([O:34][Si:35]([C:38]([CH3:39])([CH3:41])[CH3:40])([CH3:36])[CH3:37])[CH2:10]1)([C:4]([CH3:7])([CH3:6])[CH3:5])([CH3:3])[CH3:2]. Reported procedure: The procedure of Example 11 was repeated except that 85 mg of methyl 1α,3β-bis(t-butyldimethylsilyloxy)pregna-5,7-diene-20-carboxylate was used in lieu of 70 mg of methyl 1α,3β-bis(methoxycarbonyloxy)pregna-5,7-diene-20-carboxylate to give 55 mg of 1α,3β-bis(t-butyldimethylsilyloxy)-20-methylpregna-5,7-diene-21-ol, whose 1H NMR spectrum was identical with that obtained in Example 9.